This data is from the Open Reaction Database (ORD), a public repository of structured organic reaction records. The task is: describe an organic reaction: reactants, conditions, products, and yield Reactants: CCOC(C)=O, COC(=O)c1cccc([N+](=O)[O-])c1I. Yields the product COC(=O)c1cccc(N)c1I. As a reaction SMILES: [CH3:15][CH2:16][O:17][C:18](=[O:19])[CH3:20].[I:1][c:2]1[c:3]([C:4](=[O:5])[O:6][CH3:7])[cH:8][cH:9][cH:10][c:11]1[N+:12]([O-:13])=[O:14]>>[I:1][c:2]1[c:3]([C:4](=[O:5])[O:6][CH3:7])[cH:8][cH:9][cH:10][c:11]1[NH2:12]. Starting materials: ClC=1N=C(C2=C(N1)CCCS2)NCCO (2-chloro-4-(2-hydroxyethyl)amino-7,8-dihydro-6H-thiopyrano[3,2-d]pyrimidine), CN1CCNCC1 (N-methylpiperazine). Product: OCCNC=1C2=C(N=C(N1)N1CCN(CC1)C)CCCS2 (4-(2-hydroxyethyl)amino-2-(N-methylpiperazino)-7,8-dihydro-6H-thiopyrano[3,2-d]pyrimidine). The yield is 95.3%. Reaction SMILES: Cl[C:2]1[N:3]=[C:4]([NH:12][CH2:13][CH2:14][OH:15])[C:5]2[S:11][CH2:10][CH2:9][CH2:8][C:6]=2[N:7]=1.[CH3:16][N:17]1[CH2:22][CH2:21][NH:20][CH2:19][CH2:18]1>>[OH:15][CH2:14][CH2:13][NH:12][C:4]1[C:5]2[S:11][CH2:10][CH2:9][CH2:8][C:6]=2[N:7]=[C:2]([N:20]2[CH2:21][CH2:22][N:17]([CH3:16])[CH2:18][CH2:19]2)[N:3]=1. Procedure details: In the same manner as described in Example 20, 6 g of 2-chloro-4-(2-hydroxyethyl)amino-7,8-dihydro-6H-thiopyrano[3,2-d]pyrimidine was reacted with 15 g of N-methylpiperazine to obtain 7.2 g of 4-(2-hydroxyethyl)amino-2-(N-methylpiperazino)-7,8-dihydro-6H-thiopyrano[3,2-d]pyrimidine which was then recrystallized from methanol-diethyl ether. Colorless prisms. Melting point: 162°-164° C.